This data is from the Open Reaction Database (ORD), a public repository of structured organic reaction records. The task is: describe an organic reaction: reactants, conditions, products, and yield Reactants: ClC=1C(=C(CNC(C(OCC)OCC)=N)C=CC1)F (N-(3-chloro-2-fluorobenzyl)-2,2-diethoxyacetimidamide), S(O)(O)(=O)=O (sulfuric acid). Reaction conditions: temperature 40 celsius. The product is ClC1=CC=C2C=C(N=CC2=C1F)N (7-chloro-8-fluoroisoquinolin-3-amine). Yield: 87.8%. As a reaction SMILES: [Cl:1][C:2]1[C:3]([F:19])=[C:4]([CH:16]=[CH:17][CH:18]=1)[CH2:5][NH:6][C:7](=[NH:15])[CH:8](OCC)OCC.S(=O)(=O)(O)O>>[Cl:1][C:2]1[C:3]([F:19])=[C:4]2[C:16]([CH:8]=[C:7]([NH2:15])[N:6]=[CH:5]2)=[CH:17][CH:18]=1. Procedure details: To N-(3-chloro-2-fluorobenzyl)-2,2-diethoxyacetimidamide (0.97 g, 3.36 mmol) was added sulfuric acid (4 mL, 75 mmol). The reaction was heated to 40° C. for 28 hours. The reaction was cooled to room temperature and quenched with aq. sodium hydroxide (˜15 M) until the reaction mixture was ˜pH 7. The crude product was extracted with ethyl acetate (2×50 mL) and the organics were dried with MgSO4, filtered, and concentrated in vacuo. The crude product was purified by chromatography (Biotage: 100% eth... Starting materials: CCN=C=NCCCN(C)C, ClCCl, Cl, On1nnc2ccccc21, NC1(C(=O)OCc2ccccc2)CCCCC1, O=C(O)c1cc2ccccc2s1. Product: O=C(NC1(C(=O)OCc2ccccc2)CCCCC1)c1cc2ccccc2s1. As a reaction SMILES: [CH2:2]([N:3]=[C:4]=[N:5][CH2:6][CH2:7][CH2:8][N:9]([CH3:10])[CH3:11])[CH3:12].[CH2:52]([Cl:53])[Cl:54].[ClH:1].[OH:42][n:43]1[c:44]2[cH:45][cH:46][cH:47][cH:48][c:49]2[n:50][n:51]1.[c:25]1([CH2:31][O:32][C:33](=[O:34])[C:35]2([NH2:41])[CH2:36][CH2:37][CH2:38][CH2:39][CH2:40]2)[cH:26][cH:27][cH:28][cH:29][cH:30]1.[s:13]1[c:14]([C:22](=[O:23])[OH:24])[cH:15][c:16]2[c:17]1[cH:18][cH:19][cH:20][cH:21]2>>[s:13]1[c:14]([C:22](=[O:24])[NH:41][C:35]2([C:33]([O:32][CH2:31][c:25]3[cH:26][cH:27][cH:28][cH:29][cH:30]3)=[O:34])[CH2:36][CH2:37][CH2:38][CH2:39][CH2:40]2)[cH:15][c:16]2[c:17]1[cH:18][cH:19][cH:20][cH:21]2. Yields the product O[C@@H]1CC[C@H](C2=CC=CC=C12)NC(C)=O (trans-N-(1,2,3,4-tetrahydro-4-hydroxy-1-naphthyl)acetamide). Starting materials: O=C1CCC(C2=CC=CC=C12)NC(C)=O (N-(1,2,3,4-tetrahydro-4-oxo-1-naphthyl)acetamide), C(C)O (ethanol), [BH4-].[Na+] (sodium borohydride). Conditions: time 16 hour. Solvent: O (water). Reaction SMILES: [O:1]=[C:2]1[C:11]2[C:6](=[CH:7][CH:8]=[CH:9][CH:10]=2)[CH:5]([NH:12][C:13](=[O:15])[CH3:14])[CH2:4][CH2:3]1.C(O)C.[BH4-].[Na+]>O>[OH:1][C@H:2]1[C:11]2[C:6](=[CH:7][CH:8]=[CH:9][CH:10]=2)[C@H:5]([NH:12][C:13](=[O:15])[CH3:14])[CH2:4][CH2:3]1 |f:2.3|. Procedure: A mixture of 19.2 g. of N-(1,2,3,4-tetrahydro-4-oxo-1-naphthyl)acetamide and 275 ml. of absolute ethanol is stirred under a nitrogen atmosphere and 3.58 g. sodium borohydride added. The reaction mixture is stirred at room temperature for 16 hours, then 200 ml. of water is added and the stirring continued for 4 hours. Next, the reaction mixture is evaporated to dryness in vacuo and the residue treated with 250 ml. of water. The mixture is cooled in an ice bath and acidified with concentrated hydr... The reactants are COC(C)(C)C, CCC(NC(CO[Si](C)(C)C)c1ccccc1)c1ccc(C)o1, [NH4+], [Na+], [OH-], [OH-], O, O=S(=O)(O)O. Product: CCC(NC(CO)c1ccccc1)c1ccc(C)o1. RXN SMILES: [C:33]([O:34][CH3:35])([CH3:36])([CH3:37])[CH3:38].[CH3:6][c:7]1[cH:8][cH:9][c:10]([CH:12]([CH2:13][CH3:14])[NH:15][CH:16]([CH2:17][O:18][Si:19]([CH3:20])([CH3:21])[CH3:22])[c:23]2[cH:24][cH:25][cH:26][cH:27][cH:28]2)[o:11]1.[NH4+:30].[Na+:32].[OH-:29].[OH-:31].[OH2:39].[S:1](=[O:2])(=[O:3])([OH:4])[OH:5]>>[CH3:6][c:7]1[cH:8][cH:9][c:10]([CH:12]([CH2:13][CH3:14])[NH:15][CH:16]([CH2:17][OH:18])[c:23]2[cH:24][cH:25][cH:26][cH:27][cH:28]2)[o:11]1. Reactants: O=C1c2ccccc2C(=O)N1CCOCc1cccc(Br)c1, C#CC(O)(CCC)CCC. The product is CCCC(O)(C#Cc1cccc(COCCN2C(=O)c3ccccc3C2=O)c1)CCC. RXN SMILES: [Br:1][c:2]1[cH:3][c:4]([CH2:5][O:6][CH2:7][CH2:8][N:9]2[C:10](=[O:19])[c:11]3[cH:12][cH:13][cH:14][cH:15][c:16]3[C:17]2=[O:18])[cH:20][cH:21][cH:22]1.[C:23](#[CH:24])[C:25]([CH2:26][CH2:27][CH3:28])([CH2:29][CH2:30][CH3:31])[OH:32]>>[c:2]1([C:24]#[C:23][C:25]([CH2:26][CH2:27][CH3:28])([CH2:29][CH2:30][CH3:31])[OH:32])[cH:3][c:4]([CH2:5][O:6][CH2:7][CH2:8][N:9]2[C:10](=[O:19])[c:11]3[cH:12][cH:13][cH:14][cH:15][c:16]3[C:17]2=[O:18])[cH:20][cH:21][cH:22]1. The reactants are O=C([O-])[O-], COCCOS(=O)(=O)c1ccc(C)cc1, CS(C)=O, [K+], [K+], O=Cc1ccc(O)cc1. Yields the product COCCOc1ccc(C=O)cc1. As a reaction SMILES: [C:25](=[O:26])([O-:27])[O-:28].[CH3:10][O:11][CH2:12][CH2:13][O:14][S:15]([c:16]1[cH:17][cH:18][c:19]([CH3:20])[cH:21][cH:22]1)(=[O:23])=[O:24].[CH3:31][S:32]([CH3:33])=[O:34].[K+:29].[K+:30].[OH:1][c:2]1[cH:3][cH:4][c:5]([CH:6]=[O:7])[cH:8][cH:9]1>>[O:1]([c:2]1[cH:3][cH:4][c:5]([CH:6]=[O:7])[cH:8][cH:9]1)[CH2:13][CH2:12][O:11][CH3:10]. Starting materials: CCO, CCC(C=CC#N)N1C(=O)C(CC(=O)OC(C)(C)C)CC(c2cccc(Cl)c2)C1c1ccc(Cl)cc1. Product: CCC(CCC#N)N1C(=O)C(CC(=O)OC(C)(C)C)CC(c2cccc(Cl)c2)C1c1ccc(Cl)cc1. Reaction SMILES: [CH3:37][CH2:38][OH:39].[Cl:1][c:2]1[cH:3][c:4]([CH:8]2[CH2:9][CH:10]([CH2:29][C:30](=[O:31])[O:32][C:33]([CH3:34])([CH3:35])[CH3:36])[C:11](=[O:28])[N:12]([CH:21]([CH:22]=[CH:23][C:24]#[N:25])[CH2:26][CH3:27])[CH:13]2[c:14]2[cH:15][cH:16][c:17]([Cl:20])[cH:18][cH:19]2)[cH:5][cH:6][cH:7]1>>[Cl:1][c:2]1[cH:3][c:4]([CH:8]2[CH2:9][CH:10]([CH2:29][C:30](=[O:31])[O:32][C:33]([CH3:34])([CH3:35])[CH3:36])[C:11](=[O:28])[N:12]([CH:21]([CH2:22][CH2:23][C:24]#[N:25])[CH2:26][CH3:27])[CH:13]2[c:14]2[cH:15][cH:16][c:17]([Cl:20])[cH:18][cH:19]2)[cH:5][cH:6][cH:7]1. The reactants are CN(C)CCC(C(=O)OCC)=O (ethyl 4-(N,N-dimethylamino)-2-oxobutanoate), P(OCC)(OCC)[O-] (diethyl phosphite). Run at time 4 day. Yields the product C(C)OP(=O)(C(C(=O)OCC)(CCN(C)C)O)OCC (Ethyl 2-Diethoxyphosphinyl-4-(N,N-dimethylamino)-2-hydroxybutanoate). Reaction SMILES: [CH3:1][N:2]([CH2:4][CH2:5][C:6](=[O:12])[C:7]([O:9][CH2:10][CH3:11])=[O:8])[CH3:3].[P:13]([O-:20])([O:17][CH2:18][CH3:19])[O:14][CH2:15][CH3:16]>>[CH2:15]([O:14][P:13]([O:17][CH2:18][CH3:19])([C:6]([OH:12])([CH2:5][CH2:4][N:2]([CH3:3])[CH3:1])[C:7]([O:9][CH2:10][CH3:11])=[O:8])=[O:20])[CH3:16]. Procedure: A mixture of 8.05 g (0.05 mole) of ethyl 4-(N,N-dimethylamino)-2-oxobutanoate in 31 g (0.225 mole) of diethyl phosphite is stirred at 20°-30° for 3-5 days. The excess diethyl phosphite is removed on a rotary evaporator under high vacuum at a bath temperature of 50°-70° to yield the crude product as a viscous oil. This is purified by chromatography on silica gel using chloroform/methanol as eluant. Reactants: C(=O)(OCC)N1CCOC(CC1)(C1=CC=CC=C1)C1=CC=CC=C1 (4-carbethoxy-7,7-diphenylhexahydro-1,4-oxazepine), [H-].[Al+3].[Li+].[H-].[H-].[H-] (lithium aluminum hydride), O (water), [OH-].[Na+] (sodium hydroxide), O (water). The solvent is C(C)OCC (diethyl ether). Product: CN1CCOC(CC1)(C1=CC=CC=C1)C1=CC=CC=C1 (4-methyl-7,7-diphenyl-hexahydro-1,4-oxazepine). As a reaction SMILES: [C:1]([N:6]1[CH2:12][CH2:11][C:10]([C:19]2[CH:24]=[CH:23][CH:22]=[CH:21][CH:20]=2)([C:13]2[CH:18]=[CH:17][CH:16]=[CH:15][CH:14]=2)[O:9][CH2:8][CH2:7]1)(OCC)=O.[H-].[Al+3].[Li+].[H-].[H-].[H-].O.[OH-].[Na+]>C(OCC)C>[CH3:1][N:6]1[CH2:12][CH2:11][C:10]([C:19]2[CH:24]=[CH:23][CH:22]=[CH:21][CH:20]=2)([C:13]2[CH:18]=[CH:17][CH:16]=[CH:15][CH:14]=2)[O:9][CH2:8][CH2:7]1 |f:1.2.3.4.5.6,8.9|. Reported procedure: 7.0 g of 4-carbethoxy-7,7-diphenyl-hexahydro-1,4-oxazepine (Example 3) are added portionwise to the suspension of 0.90 g of lithium aluminum hydride in 80 ml of diethyl ether while stirring and cooling with ice. The mixture is allowed to warm up to room temperature, refluxed for 6 hours and again cooled to 0° to 5°. Thereupon 0.9 ml of water, 0.9 ml of 15% aqueous sodium hydroxide and 2.7 ml of water are added in this order, the mixture is filtered, the filtrate dried and evaporated. The residue... Starting materials: O=C([O-])O, [Na+], O=P(Cl)(Cl)Cl, O=c1[nH]c(C(F)(F)F)nc(-c2ccccc2)c1-c1ccccc1. Yields the product FC(F)(F)c1nc(Cl)c(-c2ccccc2)c(-c2ccccc2)n1. Reaction SMILES: [C:24](=[O:25])([OH:26])[O-:27].[Na+:28].[P:29]([Cl:30])([Cl:31])([Cl:32])=[O:33].[c:1]1(-[c:7]2[c:8](=[O:23])[nH:9][c:10]([C:19]([F:20])([F:21])[F:22])[n:11][c:12]2-[c:13]2[cH:14][cH:15][cH:16][cH:17][cH:18]2)[cH:2][cH:3][cH:4][cH:5][cH:6]1>>[c:1]1(-[c:7]2[c:8]([Cl:31])[n:9][c:10]([C:19]([F:20])([F:21])[F:22])[n:11][c:12]2-[c:13]2[cH:14][cH:15][cH:16][cH:17][cH:18]2)[cH:2][cH:3][cH:4][cH:5][cH:6]1.